This data is from the Open Reaction Database (ORD), a public repository of structured organic reaction records. The task is: describe an organic reaction: reactants, conditions, products, and yield Starting materials: O=C(CCC1CCC(N1)=O)CC1=CC(=CC=C1)C(F)(F)F (5-[3-oxo-4-(3-trifluoromethyl-phenyl)-butyl]-pyrrolidin-2-one), [BH4-].[Na+] (NaBH4). Product: OC(CCC1CCC(N1)=O)CC1=CC(=CC=C1)C(F)(F)F (5-[3-hydroxy-4-(3-trifluoromethyl-phenyl)-butyl]-pyrrolidin-2-one). Isolated yield 86.0%. As a reaction SMILES: [O:1]=[C:2]([CH2:11][C:12]1[CH:17]=[CH:16][CH:15]=[C:14]([C:18]([F:21])([F:20])[F:19])[CH:13]=1)[CH2:3][CH2:4][CH:5]1[NH:9][C:8](=[O:10])[CH2:7][CH2:6]1.[BH4-].[Na+]>>[OH:1][CH:2]([CH2:11][C:12]1[CH:17]=[CH:16][CH:15]=[C:14]([C:18]([F:21])([F:19])[F:20])[CH:13]=1)[CH2:3][CH2:4][CH:5]1[NH:9][C:8](=[O:10])[CH2:7][CH2:6]1 |f:1.2|. Reported procedure: Analogous to the procedure described for Example 1A, Step B, 5-[3-oxo-4-(3-trifluoromethyl-phenyl)-butyl]-pyrrolidin-2-one (1.37 g, 4.59 mmol) was reduced with NaBH4 (174 mg) at 0° C. over 2 h. Purification by medium pressure chromatography (2% MeOH in CH2Cl2) provided 5-[3-hydroxy-4-(3-trifluoromethyl-phenyl)-butyl]-pyrrolidin-2-one (1.19 g). 1H NMR (CDCl3) δ7.42 (m, 4H), 6.26 (m, 1H), 3.82 (m, 1H), 3.65 (m, 1H), 2.84 (m, 1H), 2.72 (m, 1H), 2.27 (m, 3H), 1.86 (m, 1H), 1.75-1.42 (m, 5H); MS 302.... Starting materials: O.NN (hydrazine hydrate), ClC=1N=C(C=C2C=CC=NC12)C1=NC=CC=C1C (8-chloro-6-(3-methyl-2-pyridinyl)-1,7-naphthyridine). Run in C(C)O (ethanol). Yields the product N(N)C=1N=C(C=C2C=CC=NC12)C1=NC=CC=C1C (8-hydrazino-6-(3-methyl-2-pyridinyl)-1,7-naphthyridine). RXN SMILES: O.[NH2:2][NH2:3].Cl[C:5]1[N:6]=[C:7]([C:15]2[C:20]([CH3:21])=[CH:19][CH:18]=[CH:17][N:16]=2)[CH:8]=[C:9]2[C:14]=1[N:13]=[CH:12][CH:11]=[CH:10]2>C(O)C>[NH:2]([C:5]1[N:6]=[C:7]([C:15]2[C:20]([CH3:21])=[CH:19][CH:18]=[CH:17][N:16]=2)[CH:8]=[C:9]2[C:14]=1[N:13]=[CH:12][CH:11]=[CH:10]2)[NH2:3] |f:0.1|. Reported procedure: To a solution of 98% hydrazine hydrate (7.4 g, 0.148 mol) in ethanol (100 mL) add 8-chloro-6-(3-methyl-2-pyridinyl)-1,7-naphthyridine (8.5 g, 0.0332 mol) and reflux for 2.5 hours. Concentrate the reaction mixture under reduced pressure, triturate the residual solid with water, filter and crystallize the isolated solid from benzene-petroleum ether to obtain the title compound, mp 115-6° C. As a reaction SMILES: [C:1]([CH3:2])(=[O:3])[c:4]1[c:5]([F:23])[c:6]([F:22])[c:7]([NH:14][c:15]2[c:16]([F:21])[cH:17][cH:18][cH:19][cH:20]2)[c:8]([C:9](=[O:10])[O:11][CH3:12])[cH:13]1.[CH3:44][CH2:45][O:46][C:47]([CH3:48])=[O:49].[F:32][C:33]([F:34])([F:35])[C:36]([OH:37])=[O:38].[O:24]=[C:25]1[N:26]([I:31])[C:27](=[O:28])[CH2:29][CH2:30]1.[O:39]=[CH:40][N:41]([CH3:42])[CH3:43]>>[C:1]([CH3:2])(=[O:3])[c:4]1[c:5]([F:23])[c:6]([F:22])[c:7]([NH:14][c:15]2[c:16]([F:21])[cH:17][c:18]([I:31])[cH:19][cH:20]2)[c:8]([C:9](=[O:10])[O:11][CH3:12])[cH:13]1. Reactants: COC(=O)c1cc(C(C)=O)c(F)c(F)c1Nc1ccccc1F, CCOC(C)=O, O=C(O)C(F)(F)F, O=C1CCC(=O)N1I, CN(C)C=O. Product: COC(=O)c1cc(C(C)=O)c(F)c(F)c1Nc1ccc(I)cc1F. The reactants are O (water), C(C)(C)(C)OC(=O)SC1=NC(=CC(=N1)C)C (2-(tert. butyloxycarbonylthio)-4,6-dimethylpyrimidine), O1CCOCC1 (dioxane), Cl.ON1C(C2(CC1=O)CCNCC2)=O (2-hydroxy-2,8-diazaspiro[4,5]decane-1,3-dione.hydrochloride). Run in C(C)OCC.CCCCCC (diethyl ether n-hexane), C(C)N(CC)CC (triethylamine). Reaction conditions: time 2 hour. Product: C(C)(C)(C)OC(=O)N1CCC2(CC(N(C2=O)O)=O)CC1 (8-tert-Butyloxycarbonyl-2-hydroxy-2,8-diazaspiro[4,5]decane-1,3-dione). The yield is 89.2%. Reaction SMILES: O.O1CCOCC1.Cl.[OH:9][N:10]1[C:14](=[O:15])[CH2:13][C:12]2([CH2:20][CH2:19][NH:18][CH2:17][CH2:16]2)[C:11]1=[O:21].[C:22]([O:26][C:27](SC1N=C(C)C=C(C)N=1)=[O:28])([CH3:25])([CH3:24])[CH3:23]>C(OCC)C.CCCCCC.C(N(CC)CC)C>[C:22]([O:26][C:27]([N:18]1[CH2:17][CH2:16][C:12]2([C:11](=[O:21])[N:10]([OH:9])[C:14](=[O:15])[CH2:13]2)[CH2:20][CH2:19]1)=[O:28])([CH3:25])([CH3:24])[CH3:23] |f:2.3,5.6|. Procedure: In a mixture solvent consisting of water (50 ml) and dioxane (50 ml) was dissolved 2-hydroxy-2,8-diazaspiro[4,5]decane-1,3-dione.hydrochloride (8.35 g). To the solution were added triethylamine (14 ml) and 2-(tert. butyloxycarbonylthio)-4,6-dimethylpyrimidine (9.6 g). The mixture was stirred for 2 hours at room temperature. The solvent was evaporated off under reduced pressure, and the residual oil was evaporated in 100 ml of ethyl acetate. To the solution was added 100 ml of a saturated aqueous... The reactants are ClC=1C=C(C=CC1)C1=NC=2C(=NC=CC2)N1CC(=O)O (2-(3-chlorophenyl)-3H-imidazo[4,5-b]pyridine-3-acetic acid), C(=O)(N1C=NC=C1)N1C=NC=C1 (1,1'-carbonyldiimidazole), C(C)N1CC(CC1)N (1-ethyl-3-aminopyrrolidine). Run in O1CCCC1 (tetrahydrofuran), O1CCCC1 (tetrahydrofuran). Conditions: time 1 hour. Yields the product O.Cl.ClC=1C=C(C=CC1)C1=NC=2C(=NC=CC2)N1CC(=O)NC1CN(CC1)CC (2-(3-Chlorophenyl)-N-(1-ethyl-3-pyrrolidinyl)-3H-imidazo[4,5-b]pyridine-3-acetamide hydrochloride hydrate). The yield is 59.0%. Reaction SMILES: [Cl:1][C:2]1[CH:3]=[C:4]([C:8]2[N:16]([CH2:17][C:18]([OH:20])=[O:19])[C:11]3=[N:12][CH:13]=[CH:14][CH:15]=[C:10]3[N:9]=2)[CH:5]=[CH:6][CH:7]=1.C(N1C=CN=C1)(N1C=CN=C1)=O.[CH2:33]([N:35]1[CH2:39][CH2:38][CH:37]([NH2:40])[CH2:36]1)[CH3:34]>O1CCCC1>[OH2:19].[ClH:1].[Cl:1][C:2]1[CH:3]=[C:4]([C:8]2[N:16]([CH2:17][C:18]([NH:40][CH:37]3[CH2:38][CH2:39][N:35]([CH2:33][CH3:34])[CH2:36]3)=[O:20])[C:11]3=[N:12][CH:13]=[CH:14][CH:15]=[C:10]3[N:9]=2)[CH:5]=[CH:6][CH:7]=1 |f:4.5.6|. Procedure: A solution of 2-(3-chlorophenyl)-3H-imidazo[4,5-b]pyridine-3-acetic acid (5.0 g, 0.0174 mole), 1,1'-carbonyldiimidazole (2.82 g, 0.0174 mole) and anhydrous tetrahydrofuran (100 ml) was stirred at room temperature with a stream of nitrogen bubbling through it for 3 hours. The nitrogen flow was stopped and a solution of 1-ethyl-3-aminopyrrolidine (2.18 g, 0.0192 mole) in dry tetrahydrofuran (25 ml) was added. The solution was stirred at room temperature under nitrogen for 1 hour. The reaction mixt...